This data is from the Open Reaction Database (ORD), a public repository of structured organic reaction records. The task is: describe an organic reaction: reactants, conditions, products, and yield Reactants: C([O-])(O)=O.[Na+] (sodium bicarbonate), O(C1=CC=CC=C1)CC(=O)NC1C(N(C1SC(=O)OCC(Cl)(Cl)Cl)C(C(=O)OCC1=CC=CC=C1)=O)=O (benzyl [3-phenoxyacetamido-4-(2,2,2-trichloroethoxycarbonylthio)-2-oxo-1-azetidinyl]glyoxylate), C(C)(=O)O (acetic acid), [BH4-].[Na+] (sodium borohydride). Run in O (water), O1CCCC1 (tetrahydrofuran), C(Cl)Cl (methylene chloride). Run at time 10 minute. Yields the product O(C1=CC=CC=C1)CC(=O)NC1C(N(C1SC(=O)OCC(Cl)(Cl)Cl)C(C(=O)OCC1=CC=CC=C1)O)=O (benzyl 2-[3-phenoxyacetamido-4-(2,2,2-trichloroethoxycarbonylthio)-2-oxo-1-azetidinyl]-2-hydroxyacetate). Isolated yield 101.0%. RXN SMILES: [O:1]([CH2:8][C:9]([NH:11][CH:12]1[CH:15]([S:16][C:17]([O:19][CH2:20][C:21]([Cl:24])([Cl:23])[Cl:22])=[O:18])[N:14]([C:25](=[O:36])[C:26]([O:28][CH2:29][C:30]2[CH:35]=[CH:34][CH:33]=[CH:32][CH:31]=2)=[O:27])[C:13]1=[O:37])=[O:10])[C:2]1[CH:7]=[CH:6][CH:5]=[CH:4][CH:3]=1.C(O)(=O)C.[BH4-].[Na+].C(=O)(O)[O-].[Na+]>O1CCCC1.C(Cl)Cl.O>[O:1]([CH2:8][C:9]([NH:11][CH:12]1[CH:15]([S:16][C:17]([O:19][CH2:20][C:21]([Cl:24])([Cl:23])[Cl:22])=[O:18])[N:14]([CH:25]([OH:36])[C:26]([O:28][CH2:29][C:30]2[CH:35]=[CH:34][CH:33]=[CH:32][CH:31]=2)=[O:27])[C:13]1=[O:37])=[O:10])[C:2]1[CH:3]=[CH:4][CH:5]=[CH:6][CH:7]=1 |f:2.3,4.5|. Reported procedure: To a solution of benzyl [3-phenoxyacetamido-4-(2,2,2-trichloroethoxycarbonylthio)-2-oxo-1-azetidinyl]glyoxylate (7.5 g.) and acetic acid (2.28 ml.) in tetrahydrofuran (30 ml.) was added portionwise sodium borohydride (480 mg.) over a period of half an hour at 0° C. After stirring for 10 minutes, the reaction mixture was diluted with methylene chloride (50 ml.), poured into a mixture of sodium bicarbonate (6.0 g.) in water (80 ml.) and a saturated aqueous solution of sodium chloride (20 ml.), and... The reactants are CC(=O)Cl, ClCCl, Fc1ccc(-c2nc3occn3c2-c2ccc3nnc(C4CCNC4)n3c2)cc1. Yields the product CC(=O)N1CCC(c2nnc3ccc(-c4c(-c5ccc(F)cc5)nc5occn45)cn23)C1. As a reaction SMILES: [CH3:30][C:31]([Cl:32])=[O:33].[Cl:34][CH2:35][Cl:36].[F:1][c:2]1[cH:3][cH:4][c:5](-[c:8]2[n:9][c:10]3[o:11][cH:12][cH:13][n:14]3[c:15]2-[c:16]2[cH:17][cH:18][c:19]3[n:20]([cH:21]2)[c:22]([CH:25]2[CH2:26][NH:27][CH2:28][CH2:29]2)[n:23][n:24]3)[cH:6][cH:7]1>>[F:1][c:2]1[cH:3][cH:4][c:5](-[c:8]2[n:9][c:10]3[o:11][cH:12][cH:13][n:14]3[c:15]2-[c:16]2[cH:17][cH:18][c:19]3[n:20]([cH:21]2)[c:22]([CH:25]2[CH2:26][N:27]([C:31]([CH3:30])=[O:33])[CH2:28][CH2:29]2)[n:23][n:24]3)[cH:6][cH:7]1. Reactants: ClC1=CC(=CC=C1)C(=O)OO (m-chloroperbenzoic acid), C(C)(C)(C)OC(=O)NCCCCN1C=NC=2C=NC=3C=CC=CC3C21 (1-[4-(tert-Butoxycarbonylamino)butyl]-1H-imidazo[4,5-c]quinoline), C(O)([O-])=O.[Na+] (sodium hydrogencarbonate). The solvent is C(Cl)Cl (methylene chloride). Reaction conditions: time 8 hour. Product: C(C)(C)(C)OC(=O)NCCCCN1C=NC=2C=[N+](C=3C=CC=CC3C21)[O-] (1-[4-(tert-butoxycarbonylamino)butyl]-1H-imidazo[4,5-c]quinoline-5-oxide). The yield is 77.9%. RXN SMILES: [C:1]([O:5][C:6]([NH:8][CH2:9][CH2:10][CH2:11][CH2:12][N:13]1[C:25]2[C:24]3[CH:23]=[CH:22][CH:21]=[CH:20][C:19]=3[N:18]=[CH:17][C:16]=2[N:15]=[CH:14]1)=[O:7])([CH3:4])([CH3:3])[CH3:2].ClC1C=CC=C(C(OO)=[O:34])C=1.C(=O)([O-])O.[Na+]>C(Cl)Cl>[C:1]([O:5][C:6]([NH:8][CH2:9][CH2:10][CH2:11][CH2:12][N:13]1[C:25]2[C:24]3[CH:23]=[CH:22][CH:21]=[CH:20][C:19]=3[N+:18]([O-:34])=[CH:17][C:16]=2[N:15]=[CH:14]1)=[O:7])([CH3:4])([CH3:2])[CH3:3] |f:2.3|. Procedure: 19.47 g (57.19 mmol) of 1-[4-(tert-Butoxycarbonylamino)butyl]-1H-imidazo[4,5-c]quinoline was dissolved in 500 ml of methylene chloride and 15.51 g (62.91 mmol) of 70% m-chloroperbenzoic acid was added thereto. The resulting mixture was stirred overnight at room temperature. A sodium hydrogencarbonate aqueous solution was added to the reaction mixture and the reaction mixture was extracted twice with chloroform. The organic phase was washed with brine and dried (Na2SO4). The solvent was distilled... Reactants: C(C1=CC=CC=C1)N1N=C(C(C(=C1)OC)=O)C1=CC=NN1C1=CC=CC=C1 (1-Benzyl-5-methoxy-3-(1-phenyl-1H-pyrazol-5-yl)pyridazin-4(1H)-one). Reagents/catalysts: [OH-].[OH-].[Pd+2] (palladium hydroxide on carbon). Solvent: O1CCCC1 (tetrahydrofuran), CO (methanol). The product is COC=1C(=C(N=NC1)C1=CC=NN1C1=CC=CC=C1)O (5-methoxy-3-(1-phenyl-1H-pyrazol-5-yl)pyridazin-4-ol). Yield: 81.0%. Reaction SMILES: C([N:8]1[CH:13]=[C:12]([O:14][CH3:15])[C:11](=[O:16])[C:10]([C:17]2[N:21]([C:22]3[CH:27]=[CH:26][CH:25]=[CH:24][CH:23]=3)[N:20]=[CH:19][CH:18]=2)=[N:9]1)C1C=CC=CC=1>O1CCCC1.CO.[OH-].[OH-].[Pd+2]>[CH3:15][O:14][C:12]1[C:11]([OH:16])=[C:10]([C:17]2[N:21]([C:22]3[CH:27]=[CH:26][CH:25]=[CH:24][CH:23]=3)[N:20]=[CH:19][CH:18]=2)[N:9]=[N:8][CH:13]=1 |f:3.4.5|. Procedure: 1-Benzyl-5-methoxy-3-(1-phenyl-1H-pyrazol-5-yl)pyridazin-4(1H)-one (15.0 g) and palladium hydroxide on carbon (5.88 g, palladium 20%, 50% water moistened product) were suspended in tetrahydrofuran (500 mL) and methanol (300 mL), and the mixture was stirred under a hydrogen atmosphere at room temperature for 2 days. The reaction mixture was filtered through celite, and the filtrate was concentrated and solidified with ethanol/hexane to give the title compound (9.10 g). Reactants: C(CC)(=O)C=1C=NC2=C(C=CC=C2C1Cl)OCCCSCCC (3-Propanoyl-4-chloro-8-(3-propylthiopropoxy)quinoline), NC=1C(=CC=CC1)C (o-toluidine). Run in C(C)#N (acetonitrile). Yields the product C(CC)(=O)C=1C=NC2=C(C=CC=C2C1NC1=C(C=CC=C1)C)OCCCSCCC (3-propanoyl-4-(2-methylphenylamino)-8-(3-propylthiopropoxy)quinoline). The yield is 54.0%. Reaction SMILES: [C:1]([C:5]1[CH:6]=[N:7][C:8]2[C:13]([C:14]=1Cl)=[CH:12][CH:11]=[CH:10][C:9]=2[O:16][CH2:17][CH2:18][CH2:19][S:20][CH2:21][CH2:22][CH3:23])(=[O:4])[CH2:2][CH3:3].[NH2:24][C:25]1[C:26]([CH3:31])=[CH:27][CH:28]=[CH:29][CH:30]=1>C(#N)C>[C:1]([C:5]1[CH:6]=[N:7][C:8]2[C:13]([C:14]=1[NH:24][C:25]1[CH:30]=[CH:29][CH:28]=[CH:27][C:26]=1[CH3:31])=[CH:12][CH:11]=[CH:10][C:9]=2[O:16][CH2:17][CH2:18][CH2:19][S:20][CH2:21][CH2:22][CH3:23])(=[O:4])[CH2:2][CH3:3]. Reported procedure: 3-Propanoyl-4-chloro-8-(3-propylthiopropoxy)quinoline (2.0 g, 5.7 mmol) and o-toluidine (0.7 g, 6.5 mmol) was refluxed in acetonitrile (10 ml) for 2 h. The solvent was evaporated and the residue was partitioned between methylene chloride and 10% Na2CO3 solution. The organic layer was dried over Na2SO4 and evaporated. The residue was purified by column chromatography (methylene chloride: ethyl acetate 70:30). 1.3 g (54%) of the title compound was obtained. (1H-NMR, 300 MHz, CDCl3) 0.94 (t, 3H), 1... The reactants are O (water), Cl.ClC1=C(C=CC=C1)N1CCNCC1 (1-(2-chlorophenyl)-piperazine hydrochloride), C([O-])([O-])=O.[K+].[K+] (potassium carbonate), BrCCCOC(=O)C1=CC=CC=2C(C(=C(OC21)C2=CC=CC=C2)C)=O (8-(3-Bromopropoxycarbonyl)-3-methyl-4-oxo-2-phenyl-4H-1-benzopyran). Run in CN(C=O)C (dimethylformamide). Reaction conditions: time 15 minute. The product is Cl.Cl.ClC1=C(C=CC=C1)N1CCN(CC1)CCCOC(=O)C1=CC=CC=2C(C(=C(OC21)C2=CC=CC=C2)C)=O (8-{3-[4-(2-Chlorophenyl)-1-piperazinyl]-propoxycarbonyl}-3-methyl-4-oxo-2-phenyl-4H-1-benzopyran dihydrochloride). Reaction SMILES: [ClH:1].[Cl:2][C:3]1[CH:8]=[CH:7][CH:6]=[CH:5][C:4]=1[N:9]1[CH2:14][CH2:13][NH:12][CH2:11][CH2:10]1.C(=O)([O-])[O-].[K+].[K+].Br[CH2:22][CH2:23][CH2:24][O:25][C:26]([C:28]1[C:37]2[O:36][C:35]([C:38]3[CH:43]=[CH:42][CH:41]=[CH:40][CH:39]=3)=[C:34]([CH3:44])[C:33](=[O:45])[C:32]=2[CH:31]=[CH:30][CH:29]=1)=[O:27].O>CN(C)C=O>[ClH:2].[ClH:1].[Cl:2][C:3]1[CH:8]=[CH:7][CH:6]=[CH:5][C:4]=1[N:9]1[CH2:14][CH2:13][N:12]([CH2:22][CH2:23][CH2:24][O:25][C:26]([C:28]2[C:37]3[O:36][C:35]([C:38]4[CH:43]=[CH:42][CH:41]=[CH:40][CH:39]=4)=[C:34]([CH3:44])[C:33](=[O:45])[C:32]=3[CH:31]=[CH:30][CH:29]=2)=[O:27])[CH2:11][CH2:10]1 |f:0.1,2.3.4,8.9.10|. Procedure details: A mixture of 2.8 g of 1-(2-chlorophenyl)-piperazine hydrochloride and 4.2 g of anhydrous potassium carbonate in 25 ml of dimethylformamide was stirred at ambient temperature for 15 minutes. 4.81 g of Intermediate I was added, and stirring was continued for 2 days. The reaction mixture was then poured into 200 ml of cold water, and extracted with diethyl ether and ethyl acetate. The organic extracts were washed in turn with aqueous sodium chloride solution, 0.1N aqueous acetic acid solution, aque... Reactants: Cc1cccc(N=C=O)c1, CCCCC1SCC(C(=O)OC(C)(C)C)N1C(=O)CN. The product is CCCCC1SCC(C(=O)OC(C)(C)C)N1C(=O)CNC(=O)Nc1cccc(C)c1. RXN SMILES: [CH3:21][c:22]1[cH:23][c:24]([N:28]=[C:29]=[O:30])[cH:25][cH:26][cH:27]1.[NH2:1][CH2:2][C:3](=[O:4])[N:5]1[CH:6]([CH2:17][CH2:18][CH2:19][CH3:20])[S:7][CH2:8][CH:9]1[C:10](=[O:11])[O:12][C:13]([CH3:14])([CH3:15])[CH3:16]>>[NH:1]([CH2:2][C:3](=[O:4])[N:5]1[CH:6]([CH2:17][CH2:18][CH2:19][CH3:20])[S:7][CH2:8][CH:9]1[C:10](=[O:11])[O:12][C:13]([CH3:14])([CH3:15])[CH3:16])[C:29]([NH:28][c:24]1[cH:23][c:22]([CH3:21])[cH:27][cH:26][cH:25]1)=[O:30]. Reactants: B(Br)(Br)Br (boron tribromide), mixture, FC1=CC(=C(C(NC2=C3C=NC(=NC3=CC=C2)C)C(C(F)(F)F)(CC(=C)C)O)C=C1)OC (2-{4-fluoro-alpha-[(2-methylquinazolin-5-yl)amino]-2-methoxybenzyl}-1,1,1-trifluoro-4-methylpent-4-en-2-ol). Run in CCCCCC.C(C)(=O)OCC (hexane ethyl acetate). Yields the product FC1=CC(=C(C(NC2=C3C=NC(=NC3=CC=C2)C)C(C(F)(F)F)(C=C(C)C)O)C=C1)OC (2-{4-fluoro-alpha-[(2-methylquinazolin-5-yl)amino]-2-methoxybenzyl}-1,1,1-trifluoro-4-methylpent-3-en-2-ol). Reaction SMILES: B(Br)(Br)Br.[F:5][C:6]1[CH:34]=[CH:33][C:9]([CH:10]([C:23]([OH:32])([CH2:28][C:29]([CH3:31])=[CH2:30])[C:24]([F:27])([F:26])[F:25])[NH:11][C:12]2[CH:21]=[CH:20][CH:19]=[C:18]3[C:13]=2[CH:14]=[N:15][C:16]([CH3:22])=[N:17]3)=[C:8]([O:35][CH3:36])[CH:7]=1>CCCCCC.C(OCC)(=O)C>[F:5][C:6]1[CH:34]=[CH:33][C:9]([CH:10]([C:23]([OH:32])([CH:28]=[C:29]([CH3:30])[CH3:31])[C:24]([F:26])([F:25])[F:27])[NH:11][C:12]2[CH:21]=[CH:20][CH:19]=[C:18]3[C:13]=2[CH:14]=[N:15][C:16]([CH3:22])=[N:17]3)=[C:8]([O:35][CH3:36])[CH:7]=1 |f:2.3|. Procedure details: Analogously to Example 6, 340 mg (1.1 mmol) of 4-(4-fluoro-2-methoxyphenyl)-2-hydroxy-4-methyl-2-(trifluoromethyl)pentanal and 211 mg (1.32 mmol) of 5-amino-2-methylquinazoline (described in Example 6) are reacted with 0.46 ml (2.2 mmol) of titanium tetraethylate to form imine. After analogous rearrangement with boron tribromide and subsequent chromatography on silica gel with hexane-ethyl acetate (0-50%), 156 mg of a mixture that consists of 2-{4-fluoro-alpha-[(2-methylquinazolin-5-yl)amino]-2-... Starting materials: ice water, Cl (hydrochloric acid), [H-].[Na+] (sodium hydride), COC1=CC=C(C=C1)CC#N (4-methoxyphenylacetonitrile), O(C1=CC=CC=C1)C1=CC=CC(=N1)CCC(=O)OC (methyl 3-(6-phenoxypyridin-2-yl)propionate). The solvent is O1CCCC1 (tetrahydrofuran), O1CCCC1 (tetrahydrofuran). Conditions: time 5 minute. Product: COC1=CC=C(C=C1)C(C#N)C(CCC1=NC(=CC=C1)OC1=CC=CC=C1)=O (2-(4-methoxyphenyl)-3-oxo-5-(6-phenoxypyridin-2-yl)valeronitrile). The yield is 41.6%. Reaction SMILES: [H-].[Na+].[CH3:3][O:4][C:5]1[CH:10]=[CH:9][C:8]([CH2:11][C:12]#[N:13])=[CH:7][CH:6]=1.[O:14]([C:21]1[N:26]=[C:25]([CH2:27][CH2:28][C:29](OC)=[O:30])[CH:24]=[CH:23][CH:22]=1)[C:15]1[CH:20]=[CH:19][CH:18]=[CH:17][CH:16]=1.Cl>O1CCCC1>[CH3:3][O:4][C:5]1[CH:10]=[CH:9][C:8]([CH:11]([C:29](=[O:30])[CH2:28][CH2:27][C:25]2[CH:24]=[CH:23][CH:22]=[C:21]([O:14][C:15]3[CH:16]=[CH:17][CH:18]=[CH:19][CH:20]=3)[N:26]=2)[C:12]#[N:13])=[CH:7][CH:6]=1 |f:0.1|. Reported procedure: Under a nitrogen atmosphere, 235 mg of sodium hydride (60% oil dispersion) were added to 50 ml of dry tetrahydrofuran, and the mixture was heated to 50° C. to 60° C. A solution of 864 mg of 4-methoxyphenylacetonitrile and 1.51 g of methyl 3-(6-phenoxypyridin-2-yl)propionate in 10 ml of dry tetrahydrofuran were added dropwise thereto over 5 minutes. After dropwise addition, the reaction solution was heated under reflux for 2 hours, cooled with ice, poured into ice water, neutralized to a pH of 7 ... Starting materials: C(C)(C)N(C(C)C)CC (N,N-diisopropylethylamine), NN=CS(=O)(=O)O (aminoiminomethanesulfonic acid), N1CC(CCC1)COC=1C=C(C=C(C1)C)OS(=O)(=O)C1=C(C=CC=C1)Cl (2-chlorobenzenesulfonic acid 3-[(piperidin-3-yl)methoxy]-5-methylphenyl ester). Solvent: CN(C)C=O (DMF). Reaction conditions: time 8 hour. The product is ClC1=C(C=CC=C1)S(=O)(=O)O (2-chlorobenzenesulfonic acid). Yield: 82.5%. As a reaction SMILES: N1CCCC(COC2C=C([O:16][S:17]([C:20]3[CH:25]=[CH:24][CH:23]=[CH:22][C:21]=3[Cl:26])(=[O:19])=[O:18])C=C(C)C=2)C1.C(N(CC)C(C)C)(C)C.NN=CS(O)(=O)=O>CN(C=O)C>[Cl:26][C:21]1[CH:22]=[CH:23][CH:24]=[CH:25][C:20]=1[S:17]([OH:19])(=[O:18])=[O:16]. Reported procedure: A solution of 2-chlorobenzenesulfonic acid 3-[(piperidin-3-yl)methoxy]-5-methylphenyl ester (396 mg, 1.0 mmol), as prepared in the preceding step, in DMF (10 mL) containing N,N-diisopropylethylamine (0.5 mL) and aminoiminomethanesulfonic acid (248 mg, 2.0 mmol) was stirred at room temperature overnight. The DMF was removed in vacuo and the residue was purified by flash column chromatography (90:10 methylene chloride:methanol saturated with NH3) to give the title compound as a white foam (159 mg,...